This data is from the Open Reaction Database (ORD), a public repository of structured organic reaction records. The task is: describe an organic reaction: reactants, conditions, products, and yield Starting materials: CCOCC.CCCCCC (ether hexane), COC=1C=C(C=CC1)SCCC(=O)O (3-(3-methoxyphenylthio)propanoic acid), C(=O)([O-])[O-].[Na+].[Na+] (Na2CO3), FC(C(=O)OC(C(F)(F)F)=O)(F)F (trifluoroacetic anhydride). The solvent is FC(C(=O)O)(F)F (trifluoroacetic acid). Reaction conditions: time 10 minute. Product: COC1=CC=C2C(CCSC2=C1)=O (7-methoxythiochroman-4-one). Yield: 50.6%. As a reaction SMILES: [CH3:1][O:2][C:3]1[CH:4]=[C:5]([S:9][CH2:10][CH2:11][C:12]([OH:14])=O)[CH:6]=[CH:7][CH:8]=1.FC(F)(F)C(OC(=O)C(F)(F)F)=O.C([O-])([O-])=O.[Na+].[Na+].CCOCC.CCCCCC>FC(F)(F)C(O)=O>[CH3:1][O:2][C:3]1[CH:4]=[C:5]2[C:6]([C:12](=[O:14])[CH2:11][CH2:10][S:9]2)=[CH:7][CH:8]=1 |f:2.3.4,5.6|. Reported procedure: The acid from Step 1 (2.55 g, 12 mmol) was dissolved in trifluoroacetic acid (10 mL), treated with trifluoroacetic anhydride (5 mL) and stirred at room temperature (10 minutes). The reaction was poured into 10% Na2CO3 (60 mL), extracted with ether, washed with brine, dried over MgSO4, and concentrated in vacuo to give a red oil which was passed through a column of silica gel with 50% ether/hexane to give 7-methoxythiochroman-4-one as an orange solid (1.18 g, 51%): mp 49°-51° C.; 1H NMR (CDCl3) 3... Reactants: BrC(CCCCC(=O)OC)C#CCCCCCCCCCCCC (methyl 6-bromo-7-eicosynoate), SCCCCCC(=O)OC (methyl 6-mercaptohexanoate), C(=O)([O-])[O-].[Cs+].[Cs+] (Cs2CO3). The solvent is CN(C)C=O (DMF). Yields the product COC(CCCCC(C#CCCCCCCCCCCCC)SCCCCCC(=O)OC)=O (methyl-6-[(6-methoxy-6-oxohexyl)thio]-7-eicosynoate). Reaction SMILES: Br[CH:2]([C:11]#[C:12][CH2:13][CH2:14][CH2:15][CH2:16][CH2:17][CH2:18][CH2:19][CH2:20][CH2:21][CH2:22][CH2:23][CH3:24])[CH2:3][CH2:4][CH2:5][CH2:6][C:7]([O:9][CH3:10])=[O:8].[SH:25][CH2:26][CH2:27][CH2:28][CH2:29][CH2:30][C:31]([O:33][CH3:34])=[O:32].C([O-])([O-])=O.[Cs+].[Cs+]>CN(C=O)C>[CH3:10][O:9][C:7](=[O:8])[CH2:6][CH2:5][CH2:4][CH2:3][CH:2]([S:25][CH2:26][CH2:27][CH2:28][CH2:29][CH2:30][C:31]([O:33][CH3:34])=[O:32])[C:11]#[C:12][CH2:13][CH2:14][CH2:15][CH2:16][CH2:17][CH2:18][CH2:19][CH2:20][CH2:21][CH2:22][CH2:23][CH3:24] |f:2.3.4|. Procedure: A mixture of methyl 6-bromo-7-eicosynoate, methyl 6-mercaptohexanoate (1.21 g) in 70 ml DMF was treated with Cs2CO3 (2.44 g) as in Example 45 to give 1.02 g of methyl-6-[(6-methoxy-6-oxohexyl)thio]-7-eicosynoate. Reactants: CCO, CC(=O)O, [Fe], CN1CCN(C(=O)c2ccc(COc3ccccc3N(C)C(=O)c3ccc(NC(=O)c4ccccc4-c4ccc([N+](=O)[O-])cc4)cc3)nc2)CC1. Product: CN1CCN(C(=O)c2ccc(COc3ccccc3N(C)C(=O)c3ccc(NC(=O)c4ccccc4-c4ccc(N)cc4)cc3)nc2)CC1. Reaction SMILES: [CH3:52][CH2:53][OH:54].[CH3:55][C:56](=[O:57])[OH:58].[Fe:59].[N+:1]([O-:2])(=[O:3])[c:4]1[cH:5][cH:6][c:7](-[c:10]2[c:11]([C:16](=[O:17])[NH:18][c:19]3[cH:20][cH:21][c:22]([C:23](=[O:24])[N:25]([c:26]4[c:27]([O:32][CH2:33][c:34]5[n:35][cH:36][c:37]([C:40](=[O:41])[N:42]6[CH2:43][CH2:44][N:45]([CH3:48])[CH2:46][CH2:47]6)[cH:38][cH:39]5)[cH:28][cH:29][cH:30][cH:31]4)[CH3:49])[cH:50][cH:51]3)[cH:12][cH:13][cH:14][cH:15]2)[cH:8][cH:9]1>>[NH2:1][c:4]1[cH:5][cH:6][c:7](-[c:10]2[c:11]([C:16](=[O:17])[NH:18][c:19]3[cH:20][cH:21][c:22]([C:23](=[O:24])[N:25]([c:26]4[c:27]([O:32][CH2:33][c:34]5[n:35][cH:36][c:37]([C:40](=[O:41])[N:42]6[CH2:43][CH2:44][N:45]([CH3:48])[CH2:46][CH2:47]6)[cH:38][cH:39]5)[cH:28][cH:29][cH:30][cH:31]4)[CH3:49])[cH:50][cH:51]3)[cH:12][cH:13][cH:14][cH:15]2)[cH:8][cH:9]1. Starting materials: [OH-].[K+] (Potassium hydroxide), NC1=NC=C(C=C1C(=O)OC)C=1C=NN(C1)C1CCN(CC1)C (methyl 2-amino-5-[1-(1-methyl-4-piperidyl)pyrazol-4-yl]pyridine-3-carboxylate), Cl (hydrochloric acid). The solvent is CO (methanol), O (water). Conditions: time 48 hour. Product: NC1=NC=C(C=C1C(=O)O)C=1C=NN(C1)C1CCN(CC1)C (2-amino-5-[1-(1-methyl-4-piperidyl)pyrazol-4-yl]pyridine-3-carboxylic acid). The yield is 77.1%. As a reaction SMILES: [OH-].[K+].[NH2:3][C:4]1[C:9]([C:10]([O:12]C)=[O:11])=[CH:8][C:7]([C:14]2[CH:15]=[N:16][N:17]([CH:19]3[CH2:24][CH2:23][N:22]([CH3:25])[CH2:21][CH2:20]3)[CH:18]=2)=[CH:6][N:5]=1.Cl>CO.O>[NH2:3][C:4]1[C:9]([C:10]([OH:12])=[O:11])=[CH:8][C:7]([C:14]2[CH:15]=[N:16][N:17]([CH:19]3[CH2:24][CH2:23][N:22]([CH3:25])[CH2:21][CH2:20]3)[CH:18]=2)=[CH:6][N:5]=1 |f:0.1|. Procedure details: Potassium hydroxide (0.773 g) was added to a cold solution of methyl 2-amino-5-[1-(1-methyl-4-piperidyl)pyrazol-4-yl]pyridine-3-carboxylate (2.172 g) in methanol (50 ml) and water (5 ml). The resulting mixture was stirred at room temperature during 48 hours. A 2N aqueous hydrochloric acid solution (6.89 ml) was added. The mixture was evaporated to dryness, dried, diluted with water (50 ml) and purified on OASIS resine (ion exchange resin Oasis, HLB 30 μM, Waters) (150 ml). The salts were eluted ... Reactants: OC=1C(=NC=CC1)C (3-Hydroxy-2-methylpyridine), [Na] (sodium), BrCCC (1-bromopropane). The solvent is C(CC)O (propan-1-ol), C(CC)O (propan-1-ol). The product is CC1=NC=CC=C1OCCC (2-methyl-3-propoxypyridine). Reaction SMILES: [OH:1][C:2]1[C:3]([CH3:8])=[N:4][CH:5]=[CH:6][CH:7]=1.[Na].Br[CH2:11][CH2:12][CH3:13]>C(O)CC>[CH3:8][C:3]1[C:2]([O:1][CH2:11][CH2:12][CH3:13])=[CH:7][CH:6]=[CH:5][N:4]=1 |^1:8|. Procedure details: 3-Hydroxy-2-methylpyridine (50 g) was added to a solution of sodium (11.6 g) in propan-1-ol (250 ml) and the mixture treated with 1-bromopropane (51 ml) in propan-1-ol (50 ml) to give 2-methyl-3-propoxypyridine, b.p. 96°-104° C. (30 mmHg). Starting materials: ClC1=CC=C(C=C1)S(=O)(=O)NC(C(=O)NC1=CC=C(C=C1)CC(=O)OCC)CC ((RS)-2-(4-chlorobenzenesulfonylamino)-N-(4-(ethoxycarbonylmethyl)phenyl)butanamide), [OH-].[Na+] (NaOH). The solvent is C(C)O (ethanol). Run at time 8 hour. The product is C(=O)(O)CC1=CC=C(C=C1)NC(C(CC)NS(=O)(=O)C1=CC=C(C=C1)Cl)=O ((RS)-N-(4-(carboxymethyl) phenyl)-2-(4-chlorobenzenesulfonylamino) butanamide). Isolated yield 85.2%. RXN SMILES: [Cl:1][C:2]1[CH:7]=[CH:6][C:5]([S:8]([NH:11][CH:12]([CH2:28][CH3:29])[C:13]([NH:15][C:16]2[CH:21]=[CH:20][C:19]([CH2:22][C:23]([O:25]CC)=[O:24])=[CH:18][CH:17]=2)=[O:14])(=[O:10])=[O:9])=[CH:4][CH:3]=1.[OH-].[Na+]>C(O)C>[C:23]([CH2:22][C:19]1[CH:18]=[CH:17][C:16]([NH:15][C:13](=[O:14])[CH:12]([NH:11][S:8]([C:5]2[CH:4]=[CH:3][C:2]([Cl:1])=[CH:7][CH:6]=2)(=[O:10])=[O:9])[CH2:28][CH3:29])=[CH:21][CH:20]=1)([OH:25])=[O:24] |f:1.2|. Procedure details: A mixture of (RS)-2-(4-chlorobenzenesulfonylamino)-N-(4-(ethoxycarbonylmethyl)phenyl)butanamide (114.2 mg), ethanol (8 ml), and 2N NaOH (650 ml) was stirred at room temperature overnight under argon. The reaction mixture was concentrated under reduced pressure. It was repeated 3 times in order to remove ethanol completely that a small amount of purified water was added to the residue, and then the product was concentrated under reduced pressure. The residue was dissolved in purified water and wa...